Dataset: the Open Reaction Database (ORD), a public repository of structured organic reaction records. Task: describe an organic reaction: reactants, conditions, products, and yield Starting materials: ClC1=C(C=NN(C1=O)CC(=O)O)N[C@H]1[C@@H]([C@@H]2C([C@H](C1)C2)(C)C)C ([5-chloro-6-oxo-4-{[(1R,2R,3R,5S)-2,6,6-trimethylbicyclo[3.1.1]hept-3-yl]amino}pyridazin-1(6H)-yl]acetic acid), ON=C(N)C1=CC=NC=C1 (N′-hydroxypyridine-4-carboximidamide), C1(CCCCC1)N=C=NC1CCCCC1 (N,N′-dicyclohexylcarbodiimide). Solvent: ClCCl (dichloromethane). Reaction conditions: time 18 hour. The product is ClC=1C(N(N=CC1N[C@H]1[C@@H]([C@@H]2C([C@H](C1)C2)(C)C)C)CC2=NC(=NO2)C2=CC=NC=C2)=O (4-Chloro-2-{[3-(pyridin-4-yl)-1,2,4-oxadiazol-5-yl]methyl}-5-{[(1R,2R,3R,5S)-2,6,6-trimethylbicyclo[3.1.1]hept-3-yl]amino}pyridazin-3(2H)-one). Isolated yield 75.3%. Reaction SMILES: [Cl:1][C:2]1[C:7](=[O:8])[N:6]([CH2:9][C:10]([OH:12])=O)[N:5]=[CH:4][C:3]=1[NH:13][C@@H:14]1[CH2:19][C@@H:18]2[CH2:20][C@@H:16]([C:17]2([CH3:22])[CH3:21])[C@H:15]1[CH3:23].O[N:25]=[C:26]([C:28]1[CH:33]=[CH:32][N:31]=[CH:30][CH:29]=1)[NH2:27].C1(N=C=NC2CCCCC2)CCCCC1>ClCCl>[Cl:1][C:2]1[C:7](=[O:8])[N:6]([CH2:9][C:10]2[O:12][N:27]=[C:26]([C:28]3[CH:33]=[CH:32][N:31]=[CH:30][CH:29]=3)[N:25]=2)[N:5]=[CH:4][C:3]=1[NH:13][C@@H:14]1[CH2:19][C@@H:18]2[CH2:20][C@@H:16]([C:17]2([CH3:22])[CH3:21])[C@H:15]1[CH3:23]. Procedure details: To [5-chloro-6-oxo-4-{[(1R,2R,3R,5S)-2,6,6-trimethylbicyclo[3.1.1]hept-3-yl]amino}pyridazin-1(6H)-yl]acetic acid (80 mg, 0.235 mmol) in dichloromethane (3 mL), N′-hydroxypyridine-4-carboximidamide (38.6 mg, 0.281 mmol) and N,N′-dicyclohexylcarbodiimide (58.2 mg, 0.282 mmol) were added and stirred at room temperature for 18 hours. After completion of the reaction, the solid was filtered off with chloroform, and the filtrate was evaporated under reduced pressure. The resulting oil in toluene (2 mL... Reactants: CC(C)O, CC(C)CCON=O, Cl, Nc1cncc(Br)c1. Product: CC(C)Oc1cncc(Br)c1. Reaction SMILES: [CH3:17][CH:18]([CH3:19])[OH:20].[CH3:9][CH:10]([CH2:11][CH2:12][O:13][N:14]=[O:15])[CH3:16].[ClH:21].[NH2:1][c:2]1[cH:3][c:4]([Br:8])[cH:5][n:6][cH:7]1>>[c:2]1([O:20][CH:18]([CH3:17])[CH3:19])[cH:3][c:4]([Br:8])[cH:5][n:6][cH:7]1. Reactants: O=C1CCC(=O)N1Br, ClC(Cl)(Cl)Cl, COc1cccc(C)c1C. Product: COc1cccc(C)c1CBr. RXN SMILES: [Br:11][N:12]1[C:13](=[O:14])[CH2:15][CH2:16][C:17]1=[O:18].[C:19]([Cl:20])([Cl:21])([Cl:22])[Cl:23].[CH3:1][c:2]1[c:3]([O:9][CH3:10])[cH:4][cH:5][cH:6][c:7]1[CH3:8]>>[CH2:1]([c:2]1[c:3]([O:9][CH3:10])[cH:4][cH:5][cH:6][c:7]1[CH3:8])[Br:11]. The reactants are [Br-], C1CCOC1, CC(C)(C)[O-], O=Cc1cccc(F)c1F, [K+], c1ccc([P+](CC2OCCO2)(c2ccccc2)c2ccccc2)cc1, O. Yields the product Fc1cccc(CCC2OCCO2)c1F. As a reaction SMILES: [Br-:1].[CH2:44]1[O:45][CH2:46][CH2:47][CH2:48]1.[CH3:27][C:28]([CH3:29])([O-:30])[CH3:31].[F:33][c:34]1[c:35]([CH:36]=[O:37])[cH:38][cH:39][cH:40][c:41]1[F:42].[K+:32].[O:2]1[CH:3]([CH2:7][P+:8]([c:9]2[cH:10][cH:11][cH:12][cH:13][cH:14]2)([c:15]2[cH:16][cH:17][cH:18][cH:19][cH:20]2)[c:21]2[cH:22][cH:23][cH:24][cH:25][cH:26]2)[O:4][CH2:5][CH2:6]1.[OH2:43]>>[O:2]1[CH:3]([CH2:7][CH2:36][c:35]2[c:34]([F:33])[c:41]([F:42])[cH:40][cH:39][cH:38]2)[O:4][CH2:5][CH2:6]1. Reactants: ClCCl, COc1cc(C23CCCC2CSC(NC(=O)OC(C)(C)C)=N3)ccc1F, O=C(O)C(F)(F)F, [Na+], [OH-], O. Yields the product COc1cc(C23CCCC2CSC(N)=N3)ccc1F. Reaction SMILES: [Cl:34][CH2:35][Cl:36].[F:1][c:2]1[c:3]([O:25][CH3:26])[cH:4][c:5]([C:8]23[N:9]=[C:10]([NH:17][C:18](=[O:19])[O:20][C:21]([CH3:22])([CH3:23])[CH3:24])[S:11][CH2:12][CH:13]2[CH2:14][CH2:15][CH2:16]3)[cH:6][cH:7]1.[F:27][C:28]([F:29])([F:30])[C:31]([OH:32])=[O:33].[Na+:39].[OH-:38].[OH2:37]>>[F:1][c:2]1[c:3]([O:25][CH3:26])[cH:4][c:5]([C:8]23[N:9]=[C:10]([NH2:17])[S:11][CH2:12][CH:13]2[CH2:14][CH2:15][CH2:16]3)[cH:6][cH:7]1. Reactants: CCCCCN1C(=O)C(C)(C)c2cc(N)c([N+](=O)[O-])cc21, O=C(Cl)CCc1ccccc1. Yields the product CCCCCN1C(=O)C(C)(C)c2cc(NC(=O)CCc3ccccc3)c([N+](=O)[O-])cc21. Reaction SMILES: [NH2:1][c:2]1[cH:3][c:4]2[c:8]([cH:9][c:10]1[N+:11](=[O:12])[O-:13])[N:7]([CH2:14][CH2:15][CH2:16][CH2:17][CH3:18])[C:6](=[O:19])[C:5]2([CH3:20])[CH3:21].[c:22]1([CH2:28][CH2:29][C:30](=[O:31])[Cl:32])[cH:23][cH:24][cH:25][cH:26][cH:27]1>>[NH:1]([c:2]1[cH:3][c:4]2[c:8]([cH:9][c:10]1[N+:11](=[O:12])[O-:13])[N:7]([CH2:14][CH2:15][CH2:16][CH2:17][CH3:18])[C:6](=[O:19])[C:5]2([CH3:20])[CH3:21])[C:30]([CH2:29][CH2:28][c:22]1[cH:23][cH:24][cH:25][cH:26][cH:27]1)=[O:31]. Reactants: COC1=CC(=CC=C1)N (m-Anisidine), C1=CC=C(C=C1)OC(=NC#N)OC2=CC=CC=C2 (diphenylcyanocarbonimidate). Run in C(C)#N (acetonitrile). Product: C(#N)NC(OC1=CC=CC=C1)=NC1=CC(=CC=C1)OC (N-Cyano-N′-3-methoxyphenylcarbamimidic Acid, Phenyl Ester). RXN SMILES: [CH3:1][O:2][C:3]1[CH:8]=[CH:7][CH:6]=[C:5]([NH2:9])[CH:4]=1.[CH:10]1[CH:15]=[CH:14][C:13]([O:16][C:17](OC2C=CC=CC=2)=[N:18][C:19]#[N:20])=[CH:12][CH:11]=1>C(#N)C>[C:19]([NH:18][C:17](=[N:9][C:5]1[CH:6]=[CH:7][CH:8]=[C:3]([O:2][CH3:1])[CH:4]=1)[O:16][C:13]1[CH:14]=[CH:15][CH:10]=[CH:11][CH:12]=1)#[N:20]. Procedure details: m-Anisidine (4.56 mL, 4.06 mmol, 1 eq.), and diphenylcyanocarbonimidate (967 mg, 4.06 mmol, 1 eq.) were mixed and refluxed in acetonitrile under N2 for 1 hour. Solids precipitated. The reaction was worked up by filtering off the solids. Obtained 580 mg as product. M.P.=170.0-171.0° C. NMR (300 MHz, DMSO-d6) δ 8.70-8.50 (m, 1H); 7.43 (t, 2H, J=7 Hz); 7.40-7.20 (m, 2H); 7.14 (d, 2H, J=7 Hz); 7.00-6.80 (m, 2H); 6.80-6.70 (m, 1H); 3.80 (s, 3H).